describe an organic reaction: reactants, conditions, products, and yield From a dataset of the Open Reaction Database (ORD), a public repository of structured organic reaction records. The reactants are COC(COC1=CC2=C(C(=CC=C2C=C1)OCCCOC1=C(C(=C(C=C1Cl)C(C)=O)O)CCC)C(C)=O)=O ([[8-acetyl-7-[3-(4-acetyl-6-chloro-3-hydroxy-2-propylphenoxy)propoxy]-2-naphthalenyl]oxy]acetic acid methyl ester), [OH-].[Na+] (sodium hydroxide). The solvent is CO (methanol). Yields the product C(C)(=O)C=1C(=CC=C2C=CC(=CC12)OCC(=O)O)OCCCOC1=C(C(=C(C=C1Cl)C(C)=O)O)CCC ([[8-Acetyl-7-[3-(4-acetyl-6-chloro-3-hydroxy-2-propylphenoxy)propoxy]-2-naphthalenyl]oxy]acetic acid). Yield: 73.4%. Reaction SMILES: C[O:2][C:3](=[O:38])[CH2:4][O:5][C:6]1[CH:15]=[CH:14][C:13]2[C:8](=[C:9]([C:35](=[O:37])[CH3:36])[C:10]([O:16][CH2:17][CH2:18][CH2:19][O:20][C:21]3[C:26]([Cl:27])=[CH:25][C:24]([C:28](=[O:30])[CH3:29])=[C:23]([OH:31])[C:22]=3[CH2:32][CH2:33][CH3:34])=[CH:11][CH:12]=2)[CH:7]=1.[OH-].[Na+]>CO>[C:35]([C:9]1[C:10]([O:16][CH2:17][CH2:18][CH2:19][O:20][C:21]2[C:26]([Cl:27])=[CH:25][C:24]([C:28](=[O:30])[CH3:29])=[C:23]([OH:31])[C:22]=2[CH2:32][CH2:33][CH3:34])=[CH:11][CH:12]=[C:13]2[C:8]=1[CH:7]=[C:6]([O:5][CH2:4][C:3]([OH:38])=[O:2])[CH:15]=[CH:14]2)(=[O:37])[CH3:36] |f:1.2|. Reported procedure: A mixture of 1.3 g of [[8-acetyl-7-[3-(4-acetyl-6-chloro-3-hydroxy-2-propylphenoxy)propoxy]-2-naphthalenyl]oxy]acetic acid methyl ester, 48 ml of methanol and 24 ml of 1N sodium hydroxide was stirred at reflux for one hour and 20 minutes. The methanol was removed in vacuo the aqueous solution was acidified to pH 3. The sticky solid was extracted with chloroform, washed with water, dried over magnesium sulfate and concentrated in vacuo to give an oil which was crystallized from ether to yield 0.9... Starting materials: C(C)(=O)OC(C)=O (acetic anhydride), ClC1=NN=C2N1N=C(C=C2)N (3-chloro[1,2,4]triazolo[4,3-b]pyridazin-6-amine), C(C)(=O)OC(C)=O (acetic anhydride). Solvent: N1=CC=CC=C1 (pyridine). Reaction conditions: time 6 hour. Yields the product ClC1=NN=C2N1N=C(C=C2)NC(C)=O (N-(3-chloro[1,2,4]triazolo[4,3-b]pyridazin-6-yl)acetamide). RXN SMILES: C(O[C:5](=[O:7])[CH3:6])(=O)C.[Cl:8][C:9]1[N:13]2[N:14]=[C:15]([NH2:18])[CH:16]=[CH:17][C:12]2=[N:11][N:10]=1>N1C=CC=CC=1>[Cl:8][C:9]1[N:13]2[N:14]=[C:15]([NH:18][C:5](=[O:7])[CH3:6])[CH:16]=[CH:17][C:12]2=[N:11][N:10]=1. Procedure: 0.11 cm3 of acetic anhydride is added to a mixture of 202 mg of 3-chloro[1,2,4]triazolo[4,3-b]pyridazin-6-amine in 5 cm3 of pyridine at 0° C. The temperature is allowed to rise to 20° C. over 6 h, then 0.05 cm3 of acetic anhydride is again added and stirring is maintained for 24 h. The precipitate formed is spin-filter-dried and then washed with ethyl ether and pentane. This solid is purified by chromatography on Biotage Quad 12/25 (KP-SIL, 60 A; 32-63 μM), elution being carried out with a gradi... Reactants: S1C(=CC=C1)C(=O)O (2-thiophenecarboxylic acid), C(C)O (ethanol), N,N'-carbonyldiimidazole, NC1=NC2=NC(=CC=C2C=C1)Cl (2-amino-7-chloro-1,8-naphthyridine). Run in O (water). Conditions: temperature 4 celsius. Product: ClC1=CC=C2C=CC(=NC2=N1)NC(=O)C=1SC=CC1 (N-(7-Chloro-1,8-naphthyridin-2-yl)-2-thiophenecarboxamide). The yield is 48.9%. RXN SMILES: [S:1]1[CH:5]=[CH:4][CH:3]=[C:2]1[C:6]([OH:8])=O.[NH2:9][C:10]1[CH:19]=[CH:18][C:17]2[C:12](=[N:13][C:14]([Cl:20])=[CH:15][CH:16]=2)[N:11]=1.C(O)C>O>[Cl:20][C:14]1[N:13]=[C:12]2[C:17]([CH:18]=[CH:19][C:10]([NH:9][C:6]([C:2]3[S:1][CH:5]=[CH:4][CH:3]=3)=[O:8])=[N:11]2)=[CH:16][CH:15]=1. Procedure: The procedure is similar to that described in Example 1, but starting with 2-thiophenecarboxylic acid (9 g), N,N'-carbonyldiimidazole (11.3 g) and 2-amino-7-chloro-1,8-naphthyridine (9.5 g). The product produced by precipitation in water (9.6 g; m.p. 242° C.) is dissolved in boiling ethanol (700 cc). After 1 hour's cooling at 4° C., the crystallised solid is separated by filtration, washed with ethanol (2×25 cc) and dried at 40° C. under reduced pressure (0.067 kPa). N-(7-Chloro-1,8-naphthyridin... Reactants: CCOc1nc(CC)c(CN)n1Cc1ccc(-c2ccccc2C(=O)OC(C)(C)C)cc1F, CC(=O)SC(CC(C)C)C(=O)O, ClCCl, ClCCCl, CCN(C(C)C)C(C)C, O. Yields the product CCOc1nc(CC)c(CNC(=O)C(CC(C)C)SC(C)=O)n1Cc1ccc(-c2ccccc2C(=O)OC(C)(C)C)cc1F. RXN SMILES: [C:1]([CH3:2])([CH3:3])([CH3:4])[O:5][C:6](=[O:7])[c:8]1[c:9](-[c:14]2[cH:15][c:16]([F:33])[c:17]([CH2:20][n:21]3[c:22]([O:30][CH2:31][CH3:32])[n:23][c:24]([CH2:28][CH3:29])[c:25]3[CH2:26][NH2:27])[cH:18][cH:19]2)[cH:10][cH:11][cH:12][cH:13]1.[C:34]([CH3:35])(=[O:36])[S:37][CH:38]([C:39](=[O:40])[OH:41])[CH2:42][CH:43]([CH3:44])[CH3:45].[CH2:46]([Cl:47])[Cl:48].[CH2:49]([Cl:50])[CH2:51][Cl:52].[CH:53]([N:54]([CH2:55][CH3:56])[CH:57]([CH3:58])[CH3:59])([CH3:60])[CH3:61].[OH2:62]>>[C:1]([CH3:2])([CH3:3])([CH3:4])[O:5][C:6](=[O:7])[c:8]1[c:9](-[c:14]2[cH:15][c:16]([F:33])[c:17]([CH2:20][n:21]3[c:22]([O:30][CH2:31][CH3:32])[n:23][c:24]([CH2:28][CH3:29])[c:25]3[CH2:26][NH:27][C:39]([CH:38]([S:37][C:34]([CH3:35])=[O:36])[CH2:42][CH:43]([CH3:44])[CH3:45])=[O:40])[cH:18][cH:19]2)[cH:10][cH:11][cH:12][cH:13]1. Starting materials: COC=1C=C2C(=CC=NC2=CC1OC)OC1=CC=C(C=C1)N (6,7-Dimethoxy-4-(4-aminophenoxy)quinoline), ClC1=C(C=CC(=C1)[N+](=O)[O-])N=C=O (2-chloro-4-nitrophenyl isocyanate). Solvent: C1(=CC=CC=C1)C (toluene). Yields the product ClC1=C(C=CC(=C1)[N+](=O)[O-])NC(=O)NC1=CC=C(C=C1)OC1=CC=NC2=CC(=C(C=C12)OC)OC (N-(2-Chloro-4-nitrophenyl)-N'-{4-[(6,7-dimethoxy-4-quinolyl)oxy]phenyl}urea). Yield: 99.0%. RXN SMILES: [CH3:1][O:2][C:3]1[CH:4]=[C:5]2[C:10](=[CH:11][C:12]=1[O:13][CH3:14])[N:9]=[CH:8][CH:7]=[C:6]2[O:15][C:16]1[CH:21]=[CH:20][C:19]([NH2:22])=[CH:18][CH:17]=1.[Cl:23][C:24]1[CH:29]=[C:28]([N+:30]([O-:32])=[O:31])[CH:27]=[CH:26][C:25]=1[N:33]=[C:34]=[O:35]>C1(C)C=CC=CC=1>[Cl:23][C:24]1[CH:29]=[C:28]([N+:30]([O-:32])=[O:31])[CH:27]=[CH:26][C:25]=1[NH:33][C:34]([NH:22][C:19]1[CH:18]=[CH:17][C:16]([O:15][C:6]2[C:5]3[C:10](=[CH:11][C:12]([O:13][CH3:14])=[C:3]([O:2][CH3:1])[CH:4]=3)[N:9]=[CH:8][CH:7]=2)=[CH:21][CH:20]=1)=[O:35]. Procedure: 6,7-Dimethoxy-4-(4-aminophenoxy)quinoline (104 mg) was dissolved in toluene (10 ml) with heat, 2-chloro-4-nitrophenyl isocyanate (150 mg) was added, and the admixture was refluxed with heat for 10 minutes. The separated crystals were filtered and then washed with toluene to obtain 172 mg of the title compound (yield: 100%). The product is CCCCN(CCCC)CCCOc1ccc(C=Cc2nc3cc(C)ccc3o2)cc1. Reaction SMILES: [CH2:1]([CH2:2][CH2:3][CH3:4])[NH:5][CH2:6][CH2:7][CH2:8][CH3:9].[Cl:10][CH2:11][CH2:12][CH2:13][O:14][c:15]1[cH:16][cH:17][c:18]([CH:21]=[CH:22][c:23]2[o:24][c:25]3[c:26]([n:27]2)[cH:28][c:29]([CH3:32])[cH:30][cH:31]3)[cH:19][cH:20]1>>[CH2:1]([CH2:2][CH2:3][CH3:4])[N:5]([CH2:6][CH2:7][CH2:8][CH3:9])[CH2:11][CH2:12][CH2:13][O:14][c:15]1[cH:16][cH:17][c:18]([CH:21]=[CH:22][c:23]2[o:24][c:25]3[c:26]([n:27]2)[cH:28][c:29]([CH3:32])[cH:30][cH:31]3)[cH:19][cH:20]1. Reactants: CCCCNCCCC, Cc1ccc2oc(C=Cc3ccc(OCCCCl)cc3)nc2c1. The reactants are CO, C=Cc1ccc(OC(C)C)c(OCCN2C(=O)c3ccccc3C2=O)c1. Product: CCc1ccc(OC(C)C)c(OCCN2C(=O)c3ccccc3C2=O)c1. Reaction SMILES: [CH3:27][OH:28].[CH:1]([CH3:2])([CH3:3])[O:4][c:5]1[c:6]([O:7][CH2:8][CH2:9][N:10]2[C:11](=[O:20])[c:12]3[cH:13][cH:14][cH:15][cH:16][c:17]3[C:18]2=[O:19])[cH:21][c:22]([CH:25]=[CH2:26])[cH:23][cH:24]1>>[CH:1]([CH3:2])([CH3:3])[O:4][c:5]1[c:6]([O:7][CH2:8][CH2:9][N:10]2[C:11](=[O:20])[c:12]3[cH:13][cH:14][cH:15][cH:16][c:17]3[C:18]2=[O:19])[cH:21][c:22]([CH2:25][CH3:26])[cH:23][cH:24]1.